describe an organic reaction: reactants, conditions, products, and yield From a dataset of the Open Reaction Database (ORD), a public repository of structured organic reaction records. Reactants: CON=CC1=CC(=C(C=C1)F)C (4-fluoro-3-methyl-benzaldehyde O-methyloxime), C(#N)[BH3-].[Na+] (sodium cyanoborohydride), compound 3-B. The product is FC1=C(C=C(CNOC)C=C1)C (N-(4-Fluoro-3-methyl-benzyl)-O-methyl-hydroxylamine), silica gel. Yield: 94.0%. RXN SMILES: [CH3:1][O:2][N:3]=[CH:4][C:5]1[CH:10]=[CH:9][C:8]([F:11])=[C:7]([CH3:12])[CH:6]=1.C([BH3-])#N.[Na+]>>[F:11][C:8]1[CH:9]=[CH:10][C:5]([CH2:4][NH:3][O:2][CH3:1])=[CH:6][C:7]=1[CH3:12] |f:1.2|. Procedure details: Reduction of 4-fluoro-3-methyl-benzaldehyde O-methyloxime with sodium cyanoborohydride as described in the preparation of compound 3-B gave the title hydroxylamine as a clear oil after chromatography on silica gel (elution hexane-ethyl acetate 8:2) (94% yield). 1HNMR 400 MHz (CDCl3) δ (ppm): 2.27 (3H, broad s, CH3), 3.50 (3H, s, OCH3), 3.97 (2H, broad s, NCH2), 5.67 (1H, broad, NH), 6.95 (1H, m, aromatic), 7.11-7.17 (2H, m, aromatics. The hydrochloride salt was obtained as a white solid: mp 162°... Yields the product C(C)OC(CC1=CC(=C(C=C1)OC)C1=NC=C(C=C1CN(CC)C(=O)OC(C)(C)C)C)=O ((3-{3-[(tert-Butoxycarbonyl-ethyl-amino)-methyl]-5-methyl-pyridin-2-yl}-4-methoxy-phenyl)-acetic acid ethyl ester). Starting materials: C(C)(C)(C)OC(N(CC)CC=1C(=NC=C(C1)C)Cl)=O ((2-chloro-5-methyl-pyridin-3-ylmethyl)-ethyl-carbamic acid tert-butyl ester), C(C)OC(CC1=CC(=C(C=C1)OC)B1OC(C(O1)(C)C)(C)C)=O ([4-methoxy-3-(4,4,5,5-tetramethyl-[1,3,2]dioxaborolan-2-yl)-phenyl]-acetic acid ethyl ester). Reported procedure: Prepared according to the procedure described in Example 2, Step 6, using the following starting materials: (2-chloro-5-methyl-pyridin-3-ylmethyl)-ethyl-carbamic acid tert-butyl ester and [4-methoxy-3-(4,4,5,5-tetramethyl-[1,3,2]dioxaborolan-2-yl)-phenyl]-acetic acid ethyl ester. RXN SMILES: [C:1]([O:5][C:6](=[O:19])[N:7]([CH2:10][C:11]1[C:12](Cl)=[N:13][CH:14]=[C:15]([CH3:17])[CH:16]=1)[CH2:8][CH3:9])([CH3:4])([CH3:3])[CH3:2].[CH2:20]([O:22][C:23](=[O:42])[CH2:24][C:25]1[CH:30]=[CH:29][C:28]([O:31][CH3:32])=[C:27](B2OC(C)(C)C(C)(C)O2)[CH:26]=1)[CH3:21]>>[CH2:20]([O:22][C:23](=[O:42])[CH2:24][C:25]1[CH:30]=[CH:29][C:28]([O:31][CH3:32])=[C:27]([C:12]2[C:11]([CH2:10][N:7]([C:6]([O:5][C:1]([CH3:4])([CH3:3])[CH3:2])=[O:19])[CH2:8][CH3:9])=[CH:16][C:15]([CH3:17])=[CH:14][N:13]=2)[CH:26]=1)[CH3:21]. Reactants: C(C)(=O)OCC (ethyl acetate), C(C1=CC=CC=C1)(=O)OCOCN1C(=O)NC(=O)C(C)=C1 (1-[(benzoyloxy)methoxymethyl]thymine), C(C)C(OP(=O)(O)O)CC (diethyl phosphonomethanol), FC(S(=O)(=O)O[Si](C)(C)C)(F)F (trimethylsilyl trifluoromethanesulfonate). Solvent: C1=CC=CC=C1 (benzene). Conditions: temperature 85 celsius. The product is C(C)OP(=O)(OCC)COCOCN1C(=O)NC(=O)C(C)=C1 (1-[(Diethylphosphonomethoxy)methoxymethyl]thymine). As a reaction SMILES: [C:1]([O:9][CH2:10][O:11][CH2:12][N:13]1[CH:21]=[C:19]([CH3:20])[C:17](=[O:18])[NH:16][C:14]1=[O:15])(=O)C1C=CC=CC=1.C([CH:24]([CH2:30]C)[O:25][P:26]([OH:29])([OH:28])=O)C.FC(F)(F)S(O[Si](C)(C)C)(=O)=O.[C:44](OCC)(=O)[CH3:45]>C1C=CC=CC=1>[CH2:44]([O:29][P:26]([CH2:1][O:9][CH2:10][O:11][CH2:12][N:13]1[CH:21]=[C:19]([CH3:20])[C:17](=[O:18])[NH:16][C:14]1=[O:15])([O:25][CH2:24][CH3:30])=[O:28])[CH3:45]. Procedure details: To a solution of 1-[(benzoyloxy)methoxymethyl]thymine (2.9 g, 10 mmol) and diethyl phosphonomethanol (1.85 g, 11 mmol) in benzene (180 mL) was added trimethylsilyl trifluoromethanesulfonate (0.05 mL) via a syringe under nitrogen. The solution was heated at 85° C. for 20 min. After cooling to room temperature, ethyl acetate (50 mL) was added and washed with aqueous bicarbonate, brine dried (MgSO4), filtered and concentrated in vacuo. The resultant yellow oil was purified by silica gel column chro...